Dataset: the Open Reaction Database (ORD), a public repository of structured organic reaction records. Task: describe an organic reaction: reactants, conditions, products, and yield Starting materials: N(CC(=O)N[C@@H](C)C(=O)N[C@H](C)C(=O)NCC(=O)NCC(=O)OCC1=CC=CC=C1)C(=O)OC(C)(C)C (Boc-Gly-Ala-DAla-Gly-Gly-OBzl), Example 33C, Cl (HCl). The solvent is C(C)(=O)O (acetic acid). Run at time 24 hour. Product: NCC(=O)N[C@@H](C)C(=O)N[C@H](C)C(=O)NCC(=O)NCC(=O)O.Cl (Gly-Ala-DAla-Gly-Gly.HCl). The yield is 100.0%. As a reaction SMILES: [NH:1](C(OC(C)(C)C)=O)[CH2:2][C:3]([NH:5][C@H:6]([C:8]([NH:10][C@@H:11]([C:13]([NH:15][CH2:16][C:17]([NH:19][CH2:20][C:21]([O:23]CC1C=CC=CC=1)=[O:22])=[O:18])=[O:14])[CH3:12])=[O:9])[CH3:7])=[O:4].[ClH:38]>C(O)(=O)C>[NH2:1][CH2:2][C:3]([NH:5][C@H:6]([C:8]([NH:10][C@@H:11]([C:13]([NH:15][CH2:16][C:17]([NH:19][CH2:20][C:21]([OH:23])=[O:22])=[O:18])=[O:14])[CH3:12])=[O:9])[CH3:7])=[O:4].[ClH:38] |f:3.4|. Procedure details: To Boc-Gly-Ala-DAla-Gly-Gly-OBzl prepared as in Example 33C (17.2 g, 33.0 mmol) in glacial acetic acid (480 ml) was added 6N HCl (120 ml) and the reaction mixture was stirred at room temperature for 24 h. Concentration in vacuo followed by coevaporation with water (2×250 ml) and toluene (2×250 ml) afforded 12.9 g (100% yield) of the product as a white powder: 1H NMR (D2O) δ 1.36 (d, J=6.9 Hz, 3 H), 1.38 (d, J=7.2 Hz, 3 H), 3.84 (s, 2 H), 3.96 (s, 2 H), 3.99 (s, 2 H), 4.30-4.36 (m, 2 H). The reactants are CN(CC(=O)C1=CC=C(C=C1)OC(F)F)C (2-dimethylamino-4'-difluoromethoxy-acetophenone), ClC(=O)OC (methyl chloroformate). Product: CN(C(=O)OC)CC(=O)C1=CC=C(C=C1)OC(F)F (2-(N-methyl-N-(methoxycarbonyl)amino)-4'-difluoromethoxyacetophenone). The yield is 60.2%. RXN SMILES: [CH3:1][N:2](C)[CH2:3][C:4]([C:6]1[CH:11]=[CH:10][C:9]([O:12][CH:13]([F:15])[F:14])=[CH:8][CH:7]=1)=[O:5].Cl[C:18]([O:20][CH3:21])=[O:19]>>[CH3:1][N:2]([CH2:3][C:4]([C:6]1[CH:11]=[CH:10][C:9]([O:12][CH:13]([F:14])[F:15])=[CH:8][CH:7]=1)=[O:5])[C:18]([O:20][CH3:21])=[O:19]. Reported procedure: By substantially following the procedure of Example 115b using 16.8 g (73 mmole) of 2-dimethylamino-4'-difluoromethoxy-acetophenone Example 126c and 7.6 g (81 mmole) of methyl chloroformate one obtain 12 g of 2-(N-methyl-N-(methoxycarbonyl)amino)-4'-difluoromethoxyacetophenone an oil. bp 150°-190° C. at 0.7 torr. The reactants are CC=1C=C(C(=O)NC=2C=NC(=CC2)OC2=CC=C3C=C(N(C3=C2)COC)C(=O)N2CCN(CC2)CC2=CC=C(C=C2)OCC(F)(F)F)C=CC1C(F)(F)F (M-methyl-N-[6-(1-methoxymethyl-2-{4-[4-(2,2,2-trifluoroethoxy)benzyl]piperazine-1-carbonyl}-1H-indol-6-yloxy)pyridin-3-yl]-4-trifluoromethylbenzamide), C=1(C(OC)=CC=CC1)OC (veratrole), Cl (HCl), CO (MeOH). Yields the product CN(C(C1=CC=C(C=C1)C(F)(F)F)=O)C=1C=NC(=CC1)OC1=CC=C2C=C(NC2=C1)C(=O)N1CCN(CC1)CC1=CC=C(C=C1)OCC(F)(F)F (N-methyl-N-[6-(2-{4-[4-(2,2,2-trifluoroethoxy)-benzyl]piperazine-1-carbonyl}-1H-indol-6-yloxy)pyridin-3-yl]-4-trifluoromethylbenzamide). RXN SMILES: CC1C=C(C=CC=1C(F)(F)F)[C:5]([NH:7][C:8]1[CH:9]=[N:10][C:11]([O:14][C:15]2[CH:23]=[C:22]3[C:18]([CH:19]=[C:20]([C:27]([N:29]4[CH2:34][CH2:33][N:32]([CH2:35][C:36]5[CH:41]=[CH:40][C:39]([O:42][CH2:43][C:44]([F:47])([F:46])[F:45])=[CH:38][CH:37]=5)[CH2:31][CH2:30]4)=[O:28])[N:21]3COC)=[CH:17][CH:16]=2)=[CH:12][CH:13]=1)=O.[C:55]1(OC)[C:56](=[CH:59][CH:60]=[CH:61][CH:62]=1)OC.Cl.[CH3:66][OH:67]>>[CH3:5][N:7]([C:8]1[CH:9]=[N:10][C:11]([O:14][C:15]2[CH:23]=[C:22]3[C:18]([CH:19]=[C:20]([C:27]([N:29]4[CH2:30][CH2:31][N:32]([CH2:35][C:36]5[CH:37]=[CH:38][C:39]([O:42][CH2:43][C:44]([F:46])([F:45])[F:47])=[CH:40][CH:41]=5)[CH2:33][CH2:34]4)=[O:28])[NH:21]3)=[CH:17][CH:16]=2)=[CH:12][CH:13]=1)[C:66](=[O:67])[C:61]1[CH:62]=[CH:55][C:56]([C:44]([F:47])([F:46])[F:45])=[CH:59][CH:60]=1. Reported procedure: To a solution of M-methyl-N-[6-(1-methoxymethyl-2-{4-[4-(2,2,2-trifluoroethoxy)benzyl]piperazine-1-carbonyl}-1H-indol-6-yloxy)pyridin-3-yl]-4-trifluoromethylbenzamide (0.24 g, 0.31 mmol) in MeOH (12 mL) were added veratrole (0.43 g, 3.1 mmol) and 2 M HCl (6 mL), and the mixture was stirred under reflux for 7 hours. The solvent was evaporated in vacuo, and the residue was extracted with AcOEt. The organic layer was washed with saturated aqueous NaHCO3 and brine, dried over anhydrous sodium sulfat... RXN SMILES: [CH2:31]([Cl:32])[Cl:33].[CH3:15][N:16]([c:17]1[cH:18][cH:19][cH:20][cH:21][n:22]1)[CH3:23].[CH3:1][S:2][c:3]1[n:4][c:5](-[c:9]2[cH:10][n:11][cH:12][cH:13][cH:14]2)[s:6][c:7]1[NH2:8].[CH3:24][S:25][CH2:26][CH2:27][C:28](=[O:29])[Cl:30].[OH2:34]>>[CH3:1][S:2][c:3]1[n:4][c:5](-[c:9]2[cH:10][n:11][cH:12][cH:13][cH:14]2)[s:6][c:7]1[NH:8][C:28]([CH2:27][CH2:26][S:25][CH3:24])=[O:29]. Starting materials: ClCCl, CN(C)c1ccccn1, CSc1nc(-c2cccnc2)sc1N, CSCCC(=O)Cl, O. The product is CSCCC(=O)Nc1sc(-c2cccnc2)nc1SC. Reactants: N1=CC=CC=C1 (pyridine), CC1=CC=C(C=C1)S(=O)(=O)Cl (4-methyl-benzenesulfonyl chloride), resultant mixture, CC1(CC(NC2=CC=C(C=C12)C)C=1C=C(C=CC1)N)C (3-(4,4,6-trimethyl-1,2,3,4-tetrahydro-quinolin-2-yl)-phenylamine). Solvent: ClCCl (dichloromethane), ClCCl (dichloromethane), ClCCl (dichloromethane). Yields the product CC1=CC=C(C=C1)S(=O)(=O)NC1=CC(=CC=C1)C1NC2=CC=C(C=C2C(C1)(C)C)C (4-methyl-N-[3-(4,4,6-trimethyl-1,2,3,4-tetrahydro-quinolin-2-yl)-phenyl]-benzenesulfonamide). Yield: 31.9%. Reaction SMILES: [CH3:1][C:2]1([CH3:20])[C:11]2[C:6](=[CH:7][CH:8]=[C:9]([CH3:12])[CH:10]=2)[NH:5][CH:4]([C:13]2[CH:14]=[C:15]([NH2:19])[CH:16]=[CH:17][CH:18]=2)[CH2:3]1.N1C=CC=CC=1.[CH3:27][C:28]1[CH:33]=[CH:32][C:31]([S:34](Cl)(=[O:36])=[O:35])=[CH:30][CH:29]=1>ClCCl>[CH3:27][C:28]1[CH:33]=[CH:32][C:31]([S:34]([NH:19][C:15]2[CH:16]=[CH:17][CH:18]=[C:13]([CH:4]3[CH2:3][C:2]([CH3:20])([CH3:1])[C:11]4[C:6](=[CH:7][CH:8]=[C:9]([CH3:12])[CH:10]=4)[NH:5]3)[CH:14]=2)(=[O:36])=[O:35])=[CH:30][CH:29]=1. Reported procedure: To a stirred mixture of 3-(4,4,6-trimethyl-1,2,3,4-tetrahydro-quinolin-2-yl)-phenylamine (135 mg, 0.5 mmol) in dichloromethane (3 mL) was added pyridine (60 mg, 0.75 mmol) in dichloromethane (2 mL) and 4-methyl-benzenesulfonyl chloride (108 mg, 0.56 mmol) under nitrogen. The resultant mixture was stirred for 16 h. The reaction mixture was diluted with dichloromethane, washed with water (twice), saturated brine, and dried over magnesium sulfate. Magnesium sulfate was removed by filtration, and af... Starting materials: Brc1cnc(OC2CCN3CCCC2C3)nc1, O=C([O-])[O-], Cc1ccccc1, CCO, [Na+], [Na+], O, c1ccc(P(c2ccccc2)(c2ccccc2)[Pd](P(c2ccccc2)(c2ccccc2)c2ccccc2)(P(c2ccccc2)(c2ccccc2)c2ccccc2)P(c2ccccc2)(c2ccccc2)c2ccccc2)cc1, OB(O)c1ccc2[nH]ccc2c1. Yields the product c1cc2cc(-c3cnc(OC4CCN5CCCC4C5)nc3)ccc2[nH]1. RXN SMILES: [Br:1][c:2]1[cH:3][n:4][c:5]([O:8][CH:9]2[CH2:10][CH2:11][N:12]3[CH2:13][CH2:14][CH2:15][CH:16]2[CH2:17]3)[n:6][cH:7]1.[C:30](=[O:31])([O-:32])[O-:33].[CH3:36][c:37]1[cH:38][cH:39][cH:40][cH:41][cH:42]1.[CH3:43][CH2:44][OH:45].[Na+:34].[Na+:35].[OH2:46].[cH:47]1[cH:48][cH:49][c:50]([P:51]([Pd:52]([P:53]([c:54]2[cH:55][cH:56][cH:57][cH:58][cH:59]2)([c:60]2[cH:61][cH:62][cH:63][cH:64][cH:65]2)[c:66]2[cH:67][cH:68][cH:69][cH:70][cH:71]2)([P:72]([c:73]2[cH:74][cH:75][cH:76][cH:77][cH:78]2)([c:79]2[cH:80][cH:81][cH:82][cH:83][cH:84]2)[c:85]2[cH:86][cH:87][cH:88][cH:89][cH:90]2)[P:91]([c:92]2[cH:93][cH:94][cH:95][cH:96][cH:97]2)([c:98]2[cH:99][cH:100][cH:101][cH:102][cH:103]2)[c:104]2[cH:105][cH:106][cH:107][cH:108][cH:109]2)([c:110]2[cH:111][cH:112][cH:113][cH:114][cH:115]2)[c:116]2[cH:117][cH:118][cH:119][cH:120][cH:121]2)[cH:122][cH:123]1.[nH:18]1[cH:19][cH:20][c:21]2[cH:22][c:23]([B:27]([OH:28])[OH:29])[cH:24][cH:25][c:26]12>>[c:2]1(-[c:23]2[cH:22][c:21]3[cH:20][cH:19][nH:18][c:26]3[cH:25][cH:24]2)[cH:3][n:4][c:5]([O:8][CH:9]2[CH2:10][CH2:11][N:12]3[CH2:13][CH2:14][CH2:15][CH:16]2[CH2:17]3)[n:6][cH:7]1. The reactants are OC1CCC=2C(=CC=CC12)C(=O)O (1-hydroxyindan-4-carboxylic acid), S(=O)(Cl)Cl (thionyl chloride). The solvent is C1=CC=CC=C1 (benzene). Product: ClC1CCC=2C(=CC=CC12)C(=O)O (1-chloroindan-4-carboxylic acid). RXN SMILES: O[CH:2]1[C:10]2[CH:9]=[CH:8][CH:7]=[C:6]([C:11]([OH:13])=[O:12])[C:5]=2[CH2:4][CH2:3]1.S(Cl)([Cl:16])=O>C1C=CC=CC=1>[Cl:16][CH:2]1[C:10]2[CH:9]=[CH:8][CH:7]=[C:6]([C:11]([OH:13])=[O:12])[C:5]=2[CH2:4][CH2:3]1. Reported procedure: To 30 ml. of benzene is added 5.35 g. of 1-hydroxyindan-4-carboxylic acid. Following the addition of 15 ml. of thionyl chloride, the mixture is stirred for 3 hours. Then, the reaction mixture is concentrated to dryness under reduced pressure and the resultant crystals are recrystallized from benzene. The described procedure gives 1-chloroindan-4-carboxylic acid melting at 135.5°-137.5° C.